This data is from the Open Reaction Database (ORD), a public repository of structured organic reaction records. The task is: describe an organic reaction: reactants, conditions, products, and yield Starting materials: C1COCCN1, C1COCCO1, Clc1cc(Cl)n2nc(-c3ccco3)cc2n1. Yields the product Clc1cc(N2CCOCC2)n2nc(-c3ccco3)cc2n1. RXN SMILES: [CH2:17]1[CH2:18][O:19][CH2:20][CH2:21][NH:22]1.[CH2:23]1[O:24][CH2:25][CH2:26][O:27][CH2:28]1.[Cl:1][c:2]1[n:3][c:4]2[n:5]([c:6]([Cl:8])[cH:7]1)[n:9][c:10](-[c:12]1[o:13][cH:14][cH:15][cH:16]1)[cH:11]2>>[Cl:1][c:2]1[n:3][c:4]2[n:5]([c:6]([N:22]3[CH2:17][CH2:18][O:19][CH2:20][CH2:21]3)[cH:7]1)[n:9][c:10](-[c:12]1[o:13][cH:14][cH:15][cH:16]1)[cH:11]2. Reactants: CCc1cccc(CC)c1N, Cl, Cc1ccc(S(=O)(=O)Cl)cc1, c1ccncc1. The product is CCc1cccc(CC)c1NS(=O)(=O)c1ccc(C)cc1. RXN SMILES: [CH2:1]([CH3:2])[c:3]1[c:4]([NH2:5])[c:6]([CH2:10][CH3:11])[cH:7][cH:8][cH:9]1.[ClH:23].[c:12]1([CH3:22])[cH:13][cH:14][c:15]([S:18](=[O:19])(=[O:20])[Cl:21])[cH:16][cH:17]1.[cH:24]1[cH:25][cH:26][n:27][cH:28][cH:29]1>>[CH2:1]([CH3:2])[c:3]1[c:4]([NH:5][S:18]([c:15]2[cH:14][cH:13][c:12]([CH3:22])[cH:17][cH:16]2)(=[O:19])=[O:20])[c:6]([CH2:10][CH3:11])[cH:7][cH:8][cH:9]1. Reactants: CCN(C(C)C)C(C)C (DIEA), CN(C(=O)Cl)C (dimethylcarbamoyl chloride), N[C@H]1CN(CC[C@H]1C)C(=O)OC(C)(C)C ((3R,4R)-tert-butyl 3-amino-4-methylpiperidine-1-carboxylate). The solvent is CCOC(=O)C (EtOAc), C1CCOC1 (THF). Conditions: time 2 hour. Yields the product CN(C(N[C@H]1CN(CC[C@H]1C)C(=O)OC(C)(C)C)=O)C ((3R,4R)-tert-butyl 3-(3,3-dimethylureido)-4-methylpiperidine-1-carboxylate). Yield: 105.7%. Reaction SMILES: [NH2:1][C@@H:2]1[C@H:7]([CH3:8])[CH2:6][CH2:5][N:4]([C:9]([O:11][C:12]([CH3:15])([CH3:14])[CH3:13])=[O:10])[CH2:3]1.CCN(C(C)C)C(C)C.[CH3:25][N:26]([CH3:30])[C:27](Cl)=[O:28]>C1COCC1.CCOC(C)=O>[CH3:25][N:26]([CH3:30])[C:27](=[O:28])[NH:1][C@@H:2]1[C@H:7]([CH3:8])[CH2:6][CH2:5][N:4]([C:9]([O:11][C:12]([CH3:14])([CH3:13])[CH3:15])=[O:10])[CH2:3]1. Procedure: Commercial (3R,4R)-tert-butyl 3-amino-4-methylpiperidine-1-carboxylate (427, 250 mg, 1.16 mmol) was dissolved in 10 mL dry THF. To it were added DIEA (610 μL, 3.50 mmol) and dimethylcarbamoyl chloride (214 μL, 2.32 mmol). The mixture was stirred at RT for 2 hours, diluted with 100 mL EtOAc, washed with water ×3, dried, concentrated, and subjected to silica flash column using 0 to 5% MeOh in DCM to isolate (3R,4R)-tert-butyl 3-(3,3-dimethylureido)-4-methylpiperidine-1-carboxylate (428, 350 mg) in... Reactants: C(C)(C)(C)OC(=O)N1CCC(CC1)CCC(=O)N1C[C@@H](CCC1)C(=O)O ((R)-1-[3-(1-tert-butoxycarbonyl-4-piperidyl)propionyl]-3-piperidine carboxylic acid), ClC(=O)OCC(C)C (isobutyl chloroformate), CN1CCOCC1 (4-methylmorpholine), ice, Cl.COC([C@H](CN)NC(=O)OCC1=CC=CC=C1)=O (2(S)-benzyloxycarbonylamino-β-alanine methyl ester hydrochloride), C[Si](NC(C)=O)(C)C (N-(trimethylsilyl)acetamide). Solvent: O1CCCC1 (tetrahydrofuran), O1CCCC1 (tetrahydrofuran). Yields the product COC([C@H](CNC(=O)[C@H]1CN(CCC1)C(CCC1CCN(CC1)C(=O)OC(C)(C)C)=O)NC(=O)OCC1=CC=CC=C1)=O (N-[(R)-1-[3-(1-tert-butoxycarbonyl-4-piperidyl)propionyl]-3-piperidylcarbonyl]-2(S)-benzyloxycarbonylamino-β-alanine methyl ester). Isolated yield 83.2%. As a reaction SMILES: [C:1]([O:5][C:6]([N:8]1[CH2:13][CH2:12][CH:11]([CH2:14][CH2:15][C:16]([N:18]2[CH2:23][CH2:22][CH2:21][C@@H:20]([C:24](O)=[O:25])[CH2:19]2)=[O:17])[CH2:10][CH2:9]1)=[O:7])([CH3:4])([CH3:3])[CH3:2].ClC(OCC(C)C)=O.CN1CCOCC1.Cl.[CH3:43][O:44][C:45](=[O:60])[C@@H:46]([NH:49][C:50]([O:52][CH2:53][C:54]1[CH:59]=[CH:58][CH:57]=[CH:56][CH:55]=1)=[O:51])[CH2:47][NH2:48].C[Si](C)(C)NC(=O)C>O1CCCC1>[CH3:43][O:44][C:45](=[O:60])[C@@H:46]([NH:49][C:50]([O:52][CH2:53][C:54]1[CH:55]=[CH:56][CH:57]=[CH:58][CH:59]=1)=[O:51])[CH2:47][NH:48][C:24]([C@@H:20]1[CH2:21][CH2:22][CH2:23][N:18]([C:16](=[O:17])[CH2:15][CH2:14][CH:11]2[CH2:12][CH2:13][N:8]([C:6]([O:5][C:1]([CH3:3])([CH3:2])[CH3:4])=[O:7])[CH2:9][CH2:10]2)[CH2:19]1)=[O:25] |f:3.4|. Procedure: To a stirred solution of (R)-1-[3-(1-tert-butoxycarbonyl-4-piperidyl)propionyl]-3-piperidine carboxylic acid (1.0 g) in tetrahydrofuran (20 ml) was added dropwise isobutyl chloroformate (356 μl) and 4-methylmorpholine (300 μl) at −15° C. under a nitrogen atmosphere. To an ice cooled solution of 2(S)-benzyloxycarbonylamino-β-alanine methyl ester hydrochloride (783 mg) and N-(trimethylsilyl)acetamide (1.78 g) in tetrahydrofuran (30 ml) was added dropwise the above solution with stirring under a ni... Starting materials: ClC=1SC(=C(N1)C(F)(F)F)C(=O)OCC (ethyl 2-chloro-4-trifluoromethyl-5-thiazolecarboxylate), S(=O)(Cl)Cl (thionyl chloride). Product: ClC=1SC(=C(N1)C(F)(F)F)C(=O)Cl (2-Chloro-4-Trifluoromethyl-5-Thiazolecarboxylic Acid Chloride). As a reaction SMILES: [Cl:1][C:2]1[S:3][C:4]([C:11]([O:13]CC)=O)=[C:5]([C:7]([F:10])([F:9])[F:8])[N:6]=1.S(Cl)([Cl:18])=O>>[Cl:1][C:2]1[S:3][C:4]([C:11]([Cl:18])=[O:13])=[C:5]([C:7]([F:10])([F:9])[F:8])[N:6]=1. Procedure: A mixture of 36.0 g (0.1554 mole) of the acid of Example 17 and 171 g (1.437 mole) of thionyl chloride were held at reflux for 6 hours. Excess thionyl chloride was removed under reduced pressure and the residue (38.1 g, 98%) was reacted as described in Examples 19-31. The reactants are ClC1=CC(=C(C=C1)C(CC(=O)C=1C=CC(N(C1)CCC(=O)O)=O)C1=CC=C(C=C1)S(=O)(=O)C)C (3-(5-(3-(4-chloro-2-methylphenyl)-3-(4-(methylsulfonyl)phenyl)propanoyl)-2-oxopyridin-1(2H)-yl)propanoic acid), Cl.NO (hydroxylamine hydrochloride), C(O)([O-])=O.[Na+] (sodium hydrogencarbonate). The product is ClC1=CC(=C(C=C1)C(C\C(=N/O)\C=1C=CC(N(C1)CCC(=O)O)=O)C1=CC=C(C=C1)S(=O)(=O)C)C ((E)-3-(5-(3-(4-chloro-2-methylphenyl)-1-(hydroxyimino)-3-(4-(methylsulfonyl)phenyl)propyl)-2-oxopyridin-1(2H)-yl)propanoic acid). As a reaction SMILES: [Cl:1][C:2]1[CH:7]=[CH:6][C:5]([CH:8]([C:24]2[CH:29]=[CH:28][C:27]([S:30]([CH3:33])(=[O:32])=[O:31])=[CH:26][CH:25]=2)[CH2:9][C:10]([C:12]2[CH:13]=[CH:14][C:15](=[O:23])[N:16]([CH2:18][CH2:19][C:20]([OH:22])=[O:21])[CH:17]=2)=O)=[C:4]([CH3:34])[CH:3]=1.Cl.[NH2:36][OH:37].C(=O)([O-])O.[Na+]>>[Cl:1][C:2]1[CH:7]=[CH:6][C:5]([CH:8]([C:24]2[CH:25]=[CH:26][C:27]([S:30]([CH3:33])(=[O:31])=[O:32])=[CH:28][CH:29]=2)[CH2:9]/[C:10](/[C:12]2[CH:13]=[CH:14][C:15](=[O:23])[N:16]([CH2:18][CH2:19][C:20]([OH:22])=[O:21])[CH:17]=2)=[N:36]\[OH:37])=[C:4]([CH3:34])[CH:3]=1 |f:1.2,3.4|. Procedure details: In analogy to example 151, step 3, 3-(5-(3-(4-chloro-2-methylphenyl)-3-(4-(methylsulfonyl)phenyl)propanoyl)-2-oxopyridin-1(2H)-yl)propanoic acid was reacted with hydroxylamine hydrochloride in the presence of sodium hydrogencarbonate to give the title compound containing less than 10% of the corresponding Z isomer as an off-white solid, MS (ESI−): m/z=515.3 [M−H]−.